From a dataset of the Open Reaction Database (ORD), a public repository of structured organic reaction records. describe an organic reaction: reactants, conditions, products, and yield Starting materials: C#Cc1ccc2[nH]c(=O)c3[nH]ccc3c2c1, C1COCCN1, CCC(=O)O, CC(=O)O, I[Cu]I, C1COCCO1. Yields the product O=c1[nH]c2ccc(C#CCN3CCOCC3)cc2c2cc[nH]c12, CCC(=O)O. Reaction SMILES: [C:12](#[CH:13])[c:14]1[cH:15][c:16]2[c:17]3[c:18]([c:19](=[O:24])[nH:20][c:21]2[cH:22][cH:23]1)[nH:25][cH:26][cH:27]3.[CH2:1]1[CH2:2][O:3][CH2:4][CH2:5][NH:6]1.[CH2:7]([CH3:8])[C:9](=[O:10])[OH:11].[CH3:28][C:29](=[O:30])[OH:31].[Cu:38]([I:39])[I:40].[O:32]1[CH2:33][CH2:34][O:35][CH2:36][CH2:37]1>>[CH2:1]1[CH2:2][O:3][CH2:4][CH2:5][N:6]1[CH2:28][C:13]#[C:12][c:14]1[cH:15][c:16]2[c:17]3[c:18]([c:19](=[O:24])[nH:20][c:21]2[cH:22][cH:23]1)[nH:25][cH:26][cH:27]3.[CH2:7]([CH3:8])[C:9](=[O:10])[OH:11]. The reactants are Nc1ccc(Br)cc1, CCOC=C(C(=O)OCC)C(=O)OCC, CCO. Product: CCOC(=O)C(=CNc1ccc(Br)cc1)C(=O)OCC. Reaction SMILES: [Br:1][c:2]1[cH:3][cH:4][c:5]([NH2:6])[cH:7][cH:8]1.[CH2:9]([CH3:10])[O:11][C:12]([C:13]([C:14](=[O:15])[O:16][CH2:17][CH3:18])=[CH:19][O:20][CH2:21][CH3:22])=[O:23].[CH3:24][CH2:25][OH:26]>>[Br:1][c:2]1[cH:3][cH:4][c:5]([NH:6][CH:19]=[C:13]([C:12]([O:11][CH2:9][CH3:10])=[O:23])[C:14](=[O:15])[O:16][CH2:17][CH3:18])[cH:7][cH:8]1. The reactants are C1(CCCCC1)N(C(NC1=NN=C(S1)S(=O)(=O)NCC(=O)O)=O)[C@@H]1CC[C@H](CC1)C ({5-[3-cyclohexyl-3-(trans-4-methyl-cyclohexyl)-ureido]-[1,3,4]thiadiazole-2-sulfonylamino}-acetic acid), C1(CCCCC1)N[C@@H]1CC[C@H](CC1)C (cyclohexyl-(trans-4-methyl-cyclohexyl)-amine), C(C)OC(CN(C)S(=O)(=O)C=1SC(=NN1)N)=O ([(5-amino-1,3,4-thiadiazole-2-sulfonyl)-methyl-amino]-acetic acid ethyl ester). Yields the product C1(CCCCC1)N(C(NC1=NN=C(S1)S(=O)(=O)N(C)CC(=O)O)=O)[C@@H]1CC[C@H](CC1)C (({5-[3-Cyclohexyl-3-(trans-4-methyl-cyclohexyl)-ureido]-[1,3,4]thiadiazole-2-sulfonyl}-methyl-amino)-acetic acid). As a reaction SMILES: [CH:1]1([N:7]([C@H:24]2[CH2:29][CH2:28][C@H:27]([CH3:30])[CH2:26][CH2:25]2)[C:8](=[O:23])[NH:9][C:10]2[S:14][C:13]([S:15]([NH:18][CH2:19][C:20]([OH:22])=[O:21])(=[O:17])=[O:16])=[N:12][N:11]=2)[CH2:6][CH2:5][CH2:4][CH2:3][CH2:2]1.[CH:31]1(N[C@H]2CC[C@H](C)CC2)CCCCC1.C(OC(=O)CN(S(C1SC(N)=NN=1)(=O)=O)C)C>>[CH:1]1([N:7]([C@H:24]2[CH2:29][CH2:28][C@H:27]([CH3:30])[CH2:26][CH2:25]2)[C:8](=[O:23])[NH:9][C:10]2[S:14][C:13]([S:15]([N:18]([CH2:19][C:20]([OH:22])=[O:21])[CH3:31])(=[O:17])=[O:16])=[N:12][N:11]=2)[CH2:6][CH2:5][CH2:4][CH2:3][CH2:2]1. Procedure details: Prepared in a similar manner to {5-[3-cyclohexyl-3-(trans-4-methyl-cyclohexyl)-ureido]-[1,3,4]thiadiazole-2-sulfonylamino}-acetic acid via cyclohexyl-(trans-4-methyl-cyclohexyl)-amine and [(5-amino-1,3,4-thiadiazole-2-sulfonyl)-methyl-amino]-acetic acid ethyl ester to give the title compound. Reactants: C(C)(C)(C)OC(=O)N1C(CC2(OCCO2)CC1)CN1C(C2=CC=CC=C2C1=O)=O (7-(1,3-Dioxo-1,3-dihydro-isoindol-2-ylmethyl)-1,4-dioxa-8-aza-spiro[4.5]decane-8-carboxylic acid tert-butyl ester). Solvent: FC(C(=O)O)(F)F.ClCCl (trifluoroacetic acid dichloromethane). Product: O1CCOC12CC(NCC2)CN2C(C1=CC=CC=C1C2=O)=O (2-(1,4-dioxa-8-aza-spiro[4.5]dec-7-ylmethyl)-isoindole-1,3-dione). The yield is 100.0%. Reaction SMILES: C(OC([N:8]1[CH2:17][CH2:16][C:11]2([O:15][CH2:14][CH2:13][O:12]2)[CH2:10][CH:9]1[CH2:18][N:19]1[C:27](=[O:28])[C:26]2[C:21](=[CH:22][CH:23]=[CH:24][CH:25]=2)[C:20]1=[O:29])=O)(C)(C)C>FC(F)(F)C(O)=O.ClCCl>[O:12]1[C:11]2([CH2:16][CH2:17][NH:8][CH:9]([CH2:18][N:19]3[C:20](=[O:29])[C:21]4[C:26](=[CH:25][CH:24]=[CH:23][CH:22]=4)[C:27]3=[O:28])[CH2:10]2)[O:15][CH2:14][CH2:13]1 |f:1.2|. Procedure details: 7-(1,3-Dioxo-1,3-dihydro-isoindol-2-ylmethyl)-1,4-dioxa-8-aza-spiro[4.5]decane-8-carboxylic acid tert-butyl ester (1.55 g, 3.85 mmol) was cooled in an ice bath and then dissolved in a solution of 20% trifluoroacetic acid/dichloromethane (15 ml). The reaction was stirred and allowed to slowly warm to ambient temperature during 3 hours. The solution was concentrated in vacuo to give crude 2-(1,4-dioxa-8-aza-spiro[4.5]dec-7-ylmethyl)-isoindole-1,3-dione which was used directly in the following step... Reactants: C[Si](C)(C)C=[N+]=[N-] (Trimethylsilyldiazomethane), BrC1=C(C=CC=C1)CCC(=O)O (3-(2-bromophenyl)propionic acid). The solvent is C1=CC=CC=C1 (benzene), CO (methanol). Conditions: time 2 hour. The product is BrC1=C(C=CC=C1)CCC(=O)OC (methyl 3-(2-bromophenyl)propionate). As a reaction SMILES: [CH3:1][Si](C=[N+]=[N-])(C)C.[Br:8][C:9]1[CH:14]=[CH:13][CH:12]=[CH:11][C:10]=1[CH2:15][CH2:16][C:17]([OH:19])=[O:18]>C1C=CC=CC=1.CO>[Br:8][C:9]1[CH:14]=[CH:13][CH:12]=[CH:11][C:10]=1[CH2:15][CH2:16][C:17]([O:19][CH3:1])=[O:18]. Procedure: Trimethylsilyldiazomethane (2M in hexanes, 5.0 mL, 10.0 mmol) was added to a solution of 3-(2-bromophenyl)propionic acid (1.376 g, 6.00 mmol) in anhydrous benzene (28 mL) and anhydrous methanol (8 mL). The reaction mixture was stirred at room temperature for 2 h, and then the volatiles were removed in vacuo, to yield crude methyl 3-(2-bromophenyl)propionate which was carried forward without further purification. Starting materials: ClCCl, CC(=O)OC(C)=O, Cl, COc1ccc2c(c1)CCC(N)C2, [Na+], [OH-], O. Yields the product COc1ccc2c(c1)CCC(NC(C)=O)C2. RXN SMILES: [CH2:23]([Cl:24])[Cl:25].[CH3:15][C:16](=[O:17])[O:18][C:19](=[O:20])[CH3:21].[ClH:1].[NH2:2][CH:3]1[CH2:4][c:5]2[cH:6][cH:7][c:8]([O:13][CH3:14])[cH:9][c:10]2[CH2:11][CH2:12]1.[Na+:27].[OH-:26].[OH2:22]>>[NH:2]([CH:3]1[CH2:4][c:5]2[cH:6][cH:7][c:8]([O:13][CH3:14])[cH:9][c:10]2[CH2:11][CH2:12]1)[C:16]([CH3:15])=[O:17].